From a dataset of the Open Reaction Database (ORD), a public repository of structured organic reaction records. describe an organic reaction: reactants, conditions, products, and yield The reactants are COC(CNCc1ccc(F)cc1)OC, [Cl-], ClCCl, Cc1ccc(S(=O)(=O)O)cc1, c1ccncc1. Product: COC(CN(Cc1ccc(F)cc1)S(=O)(=O)c1ccc(C)cc1)OC. RXN SMILES: [CH3:1][O:2][CH:3]([CH2:4][NH:5][CH2:6][c:7]1[cH:8][cH:9][c:10]([F:13])[cH:11][cH:12]1)[O:14][CH3:15].[Cl-:22].[Cl:34][CH2:35][Cl:36].[c:23]1([CH3:33])[cH:24][cH:25][c:26]([S:29](=[O:30])(=[O:31])[OH:32])[cH:27][cH:28]1.[cH:16]1[cH:17][cH:18][n:19][cH:20][cH:21]1>>[CH3:1][O:2][CH:3]([CH2:4][N:5]([CH2:6][c:7]1[cH:8][cH:9][c:10]([F:13])[cH:11][cH:12]1)[S:29]([c:26]1[cH:25][cH:24][c:23]([CH3:33])[cH:28][cH:27]1)(=[O:30])=[O:31])[O:14][CH3:15]. The reactants are C(C)OC(=O)C=1C(=C2C(=NC1)N(N=C2)CC)O (ethyl-1-ethyl-4-hydroxy-1H-pyrazolo-[3,4-b]pyridine-5-carboxylate), N (ammonia), steel. Solvent: CN(C=O)C (dimethylformamide). Product: C(C)N1N=CC=2C1=NC=C(C2O)C(=O)N (1-Ethyl-4-hydroxy-1H-pyrazolo[3,4-b]pyridine-5-carboxamide). As a reaction SMILES: C([O:3][C:4]([C:6]1[C:7]([OH:17])=[C:8]2[CH:14]=[N:13][N:12]([CH2:15][CH3:16])[C:9]2=[N:10][CH:11]=1)=O)C.[NH3:18]>CN(C)C=O>[CH2:15]([N:12]1[C:9]2=[N:10][CH:11]=[C:6]([C:4]([NH2:18])=[O:3])[C:7]([OH:17])=[C:8]2[CH:14]=[N:13]1)[CH3:16]. Procedure details: 6.8 g. of ethyl-1-ethyl-4-hydroxy-1H-pyrazolo-[3,4-b]pyridine-5-carboxylate (J. Het. Chem., supra) (0.029 mol.) and 100 ml. of ammonia in dimethylformamide (48 g. NH3 /1; cooled at 4°) are filled into a steel autoclave. The mixture is heated to 150° for 6 hours. After cooling, the solution is evaporated to dryness and the residue is treated with ether. The 1-ethyl-4-hydroxy-1H-pyrazolo[3,4-b]pyridine-5-carboxamide is used in the next step without further purification. A sample, recrystallized fr... Reactants: COC=1C=CC=CC1OCC(CO)O (glyceryl guaiacolate), N1=CC=CC=C1 (pyridine), CNS(=O)(=O)Cl (methylaminosulfonyl chloride), C(Cl)Cl (methylene chloride), C(Cl)Cl (methylene chloride). Reaction conditions: temperature 23 celsius, time 1 hour. Yields the product ClCC(COC1=C(C=CC=C1)OC)OS(NC)(=O)=O (Methylsulfamic acid 1-chloro-3-(2-methoxyphenoxy)-2-propyl ester). As a reaction SMILES: [CH3:1][O:2][C:3]1[CH:4]=[CH:5][CH:6]=[CH:7][C:8]=1[O:9][CH2:10][CH:11]([OH:14])[CH2:12]O.N1C=CC=CC=1.[CH3:21][NH:22][S:23](Cl)(=[O:25])=[O:24].C(Cl)[Cl:28]>>[Cl:28][CH2:12][CH:11]([O:14][S:23](=[O:25])(=[O:24])[NH:22][CH3:21])[CH2:10][O:9][C:8]1[CH:7]=[CH:6][CH:5]=[CH:4][C:3]=1[O:2][CH3:1]. Procedure details: A solution of 109.3 g (0.55 mole) of glyceryl guaiacolate in 177 ml (2.20 moles) of pyridine and 700 ml methylene chloride was added to a solution of 283 g (2.20 moles) of methylaminosulfonyl chloride in 700 ml of methylene chloride. The addition was made over one hour at 15°-22° C. The solution was stirred at 23° C. for two hours then washed with 3×500 ml water. The methylene chloride solution was dried over type 3A molecular sieves. The mixture was filtered and the filtrate diluted with 140 ml...